Dataset: the Open Reaction Database (ORD), a public repository of structured organic reaction records. Task: describe an organic reaction: reactants, conditions, products, and yield Reactants: COC1=CC(=O)c2cc(C)c3ccccc3c2C1=O, CO, Cl, [Na+], [OH-]. The product is Cc1cc2c(c3ccccc13)C(=O)C(O)=CC2=O. As a reaction SMILES: [CH3:1][O:2][C:3]1=[CH:4][C:5](=[O:19])[c:6]2[cH:7][c:8]([CH3:18])[c:9]3[cH:10][cH:11][cH:12][cH:13][c:14]3[c:15]2[C:16]1=[O:17].[CH3:23][OH:24].[ClH:22].[Na+:21].[OH-:20]>>[OH:2][C:3]1=[CH:4][C:5](=[O:19])[c:6]2[cH:7][c:8]([CH3:18])[c:9]3[cH:10][cH:11][cH:12][cH:13][c:14]3[c:15]2[C:16]1=[O:17]. Starting materials: C1CCOC1 (THF), Cl (HCl). The solvent is CO (MeOH), [OH-].[K+] (KOH). Reaction conditions: time 2 hour. Yields the product C(#C)C=1C=C(C=CC1)O (3-ethynylphenol). Yield: 70.0%. RXN SMILES: Cl.[CH2:2]1[CH2:6][O:5][CH2:4][CH2:3]1>CO.[OH-].[K+]>[C:2]([C:3]1[CH:4]=[C:6]([OH:5])[CH:2]=[CH:3][CH:4]=1)#[CH:6] |f:3.4|. Reported procedure: To a stirred solution of PdCl2(PPh3)2 (46 mg, 0.04 mmol), CuI (15 mg, 0.08 mmol), and Et3N (0.303 g, 0.42 mL, 3 mmol) in 10 mL of THF under nitrogen was added 3-iodophenol (0.440 g, 2 mmol) by syringe. The reaction mixture was cooled to 0° C., and trimethylsilylacetylene (0.206 g, 0.30 mL, 2.1 mmol) was added dropwise over 30 min. The reaction mixture was stirred at room temperature overnight and was filtered through Celite to remove Pd and Cu catalysts. Column chromatography (n-hexane/Acetone 6... Reactants: C=1(C(=CC=CC1)C(=O)Cl)C (o-toluoyl chloride), O (water), [C-]#N.[Na+] (sodium cyanide). Reagents/catalysts: [Br-].C(CCC)[N+](CCCC)(CCCC)CCCC (tetrabutylammonium bromide). Solvent: ClCCl (dichloromethane). Run at time 2 hour. Product: CC1=C(C(=O)C#N)C=CC=C1 (2-methylbenzoyl cyanide). Reaction SMILES: [C:1]1([CH3:10])[C:2]([C:7](Cl)=[O:8])=[CH:3][CH:4]=[CH:5][CH:6]=1.O.[C-:12]#[N:13].[Na+]>ClCCl.[Br-].C([N+](CCCC)(CCCC)CCCC)CCC>[CH3:10][C:1]1[CH:6]=[CH:5][CH:4]=[CH:3][C:2]=1[C:7]([C:12]#[N:13])=[O:8] |f:2.3,5.6|. Procedure: To a stirred solution of o-toluoyl chloride (38.86 g) in dichloromethane (250 ml) at room temperature was added water (20.0 ml) followed immediately by tetrabutylammonium bromide (0.15 g) and sodium cyanide (13.0 g). The reaction mixture was stirred vigorously for 11/2 hours, then filtered. The filtrate was washed with water (2×100 ml) then dried (MgSO4) and evaporated under reduced pressure to give a golden oil. Distillation under vacuum gave 2-methylbenzoyl cyanide, as a colourless oil, bp 47°... Reactants: CCOC(=O)CN(C(=O)OC(C)(C)C)C(Cc1ccc(OC)cc1)C(=O)N1CCCC1C(=O)NCc1ccc2c(N)nccc2c1, Cl, C1COCCO1. The product is CCOC(=O)CNC(Cc1ccc(OC)cc1)C(=O)N1CCCC1C(=O)NCc1ccc2c(N)nccc2c1, Cl. As a reaction SMILES: [CH2:1]([CH3:2])[O:3][C:4]([CH2:5][N:6]([C:7]([O:8][C:9]([CH3:10])([CH3:11])[CH3:12])=[O:13])[CH:14]([C:15](=[O:16])[N:17]1[CH:18]([C:22]([NH:23][CH2:24][c:25]2[cH:26][c:27]3[cH:28][cH:29][n:30][c:31]([NH2:35])[c:32]3[cH:33][cH:34]2)=[O:36])[CH2:19][CH2:20][CH2:21]1)[CH2:37][c:38]1[cH:39][cH:40][c:41]([O:44][CH3:45])[cH:42][cH:43]1)=[O:46].[ClH:47].[O:48]1[CH2:49][CH2:50][O:51][CH2:52][CH2:53]1>>[CH2:1]([CH3:2])[O:3][C:4]([CH2:5][NH:6][CH:14]([C:15](=[O:16])[N:17]1[CH:18]([C:22]([NH:23][CH2:24][c:25]2[cH:26][c:27]3[cH:28][cH:29][n:30][c:31]([NH2:35])[c:32]3[cH:33][cH:34]2)=[O:36])[CH2:19][CH2:20][CH2:21]1)[CH2:37][c:38]1[cH:39][cH:40][c:41]([O:44][CH3:45])[cH:42][cH:43]1)=[O:46].[ClH:47]. Starting materials: ClC1=C(C=C2C=CNC2=C1)C#N (6-chloro-1H-indole-5-carbonitrile). Reagents/catalysts: [Ni] (Raney nickel). The solvent is CO (MeOH), N (NH3), CO (MeOH). Conditions: time 3 hour. Yields the product ClC1=C(C=C2C=CNC2=C1)CN ((6-chloro-1H-indol-5-yl)methanamine). Reaction SMILES: [Cl:1][C:2]1[CH:10]=[C:9]2[C:5]([CH:6]=[CH:7][NH:8]2)=[CH:4][C:3]=1[C:11]#[N:12]>CO.N.[Ni]>[Cl:1][C:2]1[CH:10]=[C:9]2[C:5]([CH:6]=[CH:7][NH:8]2)=[CH:4][C:3]=1[CH2:11][NH2:12]. Reported procedure: To a solution of 242 (43 mg, 0.24 mmol) in MeOH (10 mL) and 7M NH3 in MeOH (5 mL) was added Raney nickel and the reaction mixture was stirred vigorously under hydrogen (1 atm.) at RT for 3 h. The reaction mixture was filtered through a pad of Celite® and concentrated under reduced pressure to afford (6-chloro-1H-indol-5-yl)methanamine (244) as pale oil: MS (ESI)=164.1 [M−NH2]+. The reactants are FC1=CC=C(C=C1)C(C(=O)O)N1CCCCC1 ((4-fluorophenyl)(piperidin-1-yl)acetic acid), CN[C@@H]1CCC=2N(C3=CC=CC=C3C2CC(=O)OCCC)C1 (propyl [(7R)-7-(methylamino)-6,7,8,9-tetrahydropyrido[1,2-a]indol-10-yl]acetate). Yields the product FC1=CC=C(C=C1)C(C(=O)N([C@@H]1CCC=2N(C3=CC=CC=C3C2CC(=O)O)C1)C)N1CCCCC1 ({(7R)-7-[[2-(4-fluorophenyl)-2-piperidin-1-ylacetyl](methyl)amino]-6,7,8,9-tetrahydropyrido[1,2-a]indol-10-yl}acetic acid). As a reaction SMILES: [F:1][C:2]1[CH:7]=[CH:6][C:5]([CH:8]([N:12]2[CH2:17][CH2:16][CH2:15][CH2:14][CH2:13]2)[C:9]([OH:11])=O)=[CH:4][CH:3]=1.[CH3:18][NH:19][C@H:20]1[CH2:39][N:24]2[C:25]3[C:30]([C:31]([CH2:32][C:33]([O:35]CCC)=[O:34])=[C:23]2[CH2:22][CH2:21]1)=[CH:29][CH:28]=[CH:27][CH:26]=3>>[F:1][C:2]1[CH:3]=[CH:4][C:5]([CH:8]([N:12]2[CH2:17][CH2:16][CH2:15][CH2:14][CH2:13]2)[C:9]([N:19]([CH3:18])[C@H:20]2[CH2:39][N:24]3[C:25]4[C:30]([C:31]([CH2:32][C:33]([OH:35])=[O:34])=[C:23]3[CH2:22][CH2:21]2)=[CH:29][CH:28]=[CH:27][CH:26]=4)=[O:11])=[CH:6][CH:7]=1. Procedure details: The title compound was prepared using analogous procedures described in Example 1 (Method A) from (4-fluorophenyl)(piperidin-1-yl)acetic acid and propyl [(7R)-7-(methylamino)-6,7,8,9-tetrahydropyrido[1,2-a]indol-10-yl]acetate. MS (+ESI) m/z: 478. The reactants are BrCCCCCCCC (1-bromooctane), S1C(=CC=C1)C=1SC=CC1 (bithiophene), C(CCC)[Li] (n-butyl lithium), O1CCCC1 (tetrahydrofuran), S1C(=CC=C1)C=1SC=CC1 (bithiophene). Solvent: C(C)O (ethanol), O (water). Run at time 10 hour. Yields the product C(CCCCCCC)C1=C(SC=C1)C=1SC=CC1 (octylbithiophene). Yield: 65.1%. RXN SMILES: [S:1]1[CH:5]=[CH:4][CH:3]=[C:2]1[C:6]1[S:7][CH:8]=[CH:9][CH:10]=1.O1CCCC1.C([Li])CCC.Br[CH2:22][CH2:23][CH2:24][CH2:25][CH2:26][CH2:27][CH2:28][CH3:29]>O.C(O)C>[CH2:22]([C:3]1[CH:4]=[CH:5][S:1][C:2]=1[C:6]1[S:7][CH:8]=[CH:9][CH:10]=1)[CH2:23][CH2:24][CH2:25][CH2:26][CH2:27][CH2:28][CH3:29]. Procedure details: The process is commenced by placing about 3 g of bithiophene in a round bottom flask with a side arm (for introducing an inert gas), followed by adding an anhydrous tetrahydrofuran to dissolve the bithiophene. The temperature of the solution is then lowered to −78° C. (using liquid nitrogen plus ethanol as coolant). Thereafter, about 5.8 ml of n-butyl lithium (n-BuLi) (2.5 M, dissolved in hexane) is gradually drop-added to the solution. After the temperature of the solution has returned to room ...